From a dataset of the Open Reaction Database (ORD), a public repository of structured organic reaction records. describe an organic reaction: reactants, conditions, products, and yield The reactants are CC(C)(C)OC(=O)N1CCN(c2cc(S(=O)(=O)c3ccccc3)ccc2Cl)CC1, Cl. Product: O=S(=O)(c1ccccc1)c1ccc(Cl)c(N2CCNCC2)c1. Reaction SMILES: [C:1]([O:2][C:3](=[O:4])[N:8]1[CH2:9][CH2:10][N:11]([c:14]2[c:15]([Cl:29])[cH:16][cH:17][c:18]([S:20](=[O:21])(=[O:22])[c:23]3[cH:24][cH:25][cH:26][cH:27][cH:28]3)[cH:19]2)[CH2:12][CH2:13]1)([CH3:5])([CH3:6])[CH3:7].[ClH:30]>>[NH:8]1[CH2:9][CH2:10][N:11]([c:14]2[c:15]([Cl:29])[cH:16][cH:17][c:18]([S:20](=[O:21])(=[O:22])[c:23]3[cH:24][cH:25][cH:26][cH:27][cH:28]3)[cH:19]2)[CH2:12][CH2:13]1. Starting materials: O=C([O-])[O-], CN(C)C=O, Cl, O=S(=O)(OCC(F)(F)C(F)(F)C(F)(F)F)C(F)(F)F, N#CCS(=O)(=O)CCC(F)(F)C(F)(F)F, [K+], [K+]. Yields the product N#CC(CC(F)(F)C(F)(F)C(F)(F)F)S(=O)(=O)CCC(F)(F)C(F)(F)F. RXN SMILES: [C:35](=[O:36])([O-:37])[O-:38].[CH3:42][N:43]([CH3:44])[CH:45]=[O:46].[ClH:41].[F:1][C:2]([F:3])([F:4])[S:5]([O:6][CH2:7][C:8]([C:9]([C:10]([F:11])([F:12])[F:13])([F:14])[F:15])([F:16])[F:17])(=[O:18])=[O:19].[F:20][C:21]([CH2:22][CH2:23][S:24](=[O:25])(=[O:26])[CH2:27][C:28]#[N:29])([C:30]([F:31])([F:32])[F:33])[F:34].[K+:39].[K+:40]>>[CH2:7]([C:8]([C:9]([C:10]([F:11])([F:12])[F:13])([F:14])[F:15])([F:16])[F:17])[CH:27]([S:24]([CH2:23][CH2:22][C:21]([F:20])([C:30]([F:31])([F:32])[F:33])[F:34])(=[O:25])=[O:26])[C:28]#[N:29].